Dataset: the Open Reaction Database (ORD), a public repository of structured organic reaction records. Task: describe an organic reaction: reactants, conditions, products, and yield The reactants are Cl.S1C(=CC=C1)COC1CNC1 (3-(Thiophen-2-ylmethoxy)-azetidine hydrochloride), CCN=C=NCCCN(C)C (EDCI), C=1C=CC2=C(C1)N=NN2O (HOBt), C(C)(C)N(CC)C(C)C (diisopropylethylamine), Cl.O=C1CCC=2C=C(C=NC2N1)/C=C/C(=O)O ((E)-3-(7-oxo-5,6,7,8-tetrahydro-1,8-naphthyridin-3-yl)-acrylic acid hydrochloride). The solvent is CN(C=O)C (dimethylformamide), O (water), C(C)(=O)OCC (ethyl acetate). Reaction conditions: time 8 hour. The product is CN1CCC2(CC1)C(NC1=NC=C(C=C1C2)\C=C\C(N2CC(C2)OCC=2SC=CC2)=O)=O ((E)-1′-Methyl-6-(3-oxo-3-(3-(thiophen-2-ylmethoxy)azetidin-1-yl)prop-1-enyl)-1H-spiro[[1,8]naphthyridine-3,4′-piperidin]-2(4H)-one), solid. Isolated yield 24.0%. Reaction SMILES: Cl.[S:2]1[CH:6]=[CH:5][CH:4]=[C:3]1[CH2:7][O:8][CH:9]1[CH2:12][NH:11][CH2:10]1.CCN=C=NCCCN(C)C.C1C=CC2N(O)N=NC=2C=1.[CH:34]([N:37]([CH:40]([CH3:42])C)[CH2:38][CH3:39])(C)C.Cl.[O:44]=[C:45]1[NH:54][C:53]2[N:52]=[CH:51][C:50](/[CH:55]=[CH:56]/[C:57](O)=[O:58])=[CH:49][C:48]=2[CH2:47][CH2:46]1>CN(C)C=O.O.C(OCC)(=O)C>[CH3:34][N:37]1[CH2:38][CH2:39][C:46]2([CH2:47][C:48]3[C:53](=[N:52][CH:51]=[C:50](/[CH:55]=[CH:56]/[C:57](=[O:58])[N:11]4[CH2:12][CH:9]([O:8][CH2:7][C:3]5[S:2][CH:6]=[CH:5][CH:4]=5)[CH2:10]4)[CH:49]=3)[NH:54][C:45]2=[O:44])[CH2:42][CH2:40]1 |f:0.1,5.6|. Procedure details: 3-(Thiophen-2-ylmethoxy)-azetidine hydrochloride (45.8 mg, 0.22 mmol), EDCI (40.26 mg, 0.21 mmol), HOBt (28.5 mg, 0.21 mmol) and diisopropylethylamine (62 μL, 0.35 mmol) were successively added to a solution of (E)-3-(7-oxo-5,6,7,8-tetrahydro-1,8-naphthyridin-3-yl)-acrylic acid hydrochloride (47.0 mg, 0.14 mmol) in dimethylformamide (5 mL) at room temperature. The reaction mixture was stirred overnight and then diluted by addition of ethyl acetate (20 ml) and water (20 mL). The aqueous layer was... Starting materials: O=C1CCC(=O)N1Br, CCCOc1ccccc1-c1nc2c(CCC)nn(C)c2c(=O)[nH]1, CN(C)C=O. Yields the product CCCOc1ccc(Br)cc1-c1nc2c(CCC)nn(C)c2c(=O)[nH]1. Reaction SMILES: [Br:1][N:2]1[C:3](=[O:4])[CH2:5][CH2:6][C:7]1=[O:8].[CH2:9]([CH2:10][CH3:11])[O:12][c:13]1[c:14](-[c:19]2[nH:20][c:21](=[O:32])[c:22]3[c:23]([n:24]2)[c:25]([CH2:29][CH2:30][CH3:31])[n:26][n:27]3[CH3:28])[cH:15][cH:16][cH:17][cH:18]1.[CH3:33][N:34]([CH3:35])[CH:36]=[O:37]>>[Br:1][c:16]1[cH:15][c:14](-[c:19]2[nH:20][c:21](=[O:32])[c:22]3[c:23]([n:24]2)[c:25]([CH2:29][CH2:30][CH3:31])[n:26][n:27]3[CH3:28])[c:13]([O:12][CH2:9][CH2:10][CH3:11])[cH:18][cH:17]1. Run at time 4 hour. The solvent is C(Cl)Cl (methylene chloride), C([O-])([O-])=O.[K+].[K+] (potassium carbonate). Procedure details: To a cold solution (0 ° C.) of 140 mg (0.40 mmol) of ethyl (E)4-[2-(5,5-dimethyl-5,6,-dihydro-naphthalen-8(7H)-one-2-yl)ethenyl]-benzoate (Compound A2), in 6.0 mL of methylene chloride was added dropwise 130 mg (0.12 mL, 1.2 mmol) of 1,3-propanedithiol and 0.17g (0.15 mL, 102 mmol) of borontrifluoride diethyl etherate. The reaction stirred between 0 ° C. and room temperature for 4 h. The mixture was diluted with aqueous sat. potassium carbonate, and extracted with ether (2x). The organic phase w... RXN SMILES: [CH3:1][C:2]1([CH3:26])[CH2:11][CH2:10][C:9](=O)[C:8]2[CH:7]=[C:6](/[CH:13]=[CH:14]/[C:15]3[CH:25]=[CH:24][C:18]([C:19]([O:21][CH2:22][CH3:23])=[O:20])=[CH:17][CH:16]=3)[CH:5]=[CH:4][C:3]1=2.[CH3:27]C1(C)CCC(=O)C2C=C(/C=C/C3C=CC(C(O)=O)=CC=3)C=CC1=2.[CH2:51]([SH:55])[CH2:52][CH2:53][SH:54]>C(Cl)Cl.C(=O)([O-])[O-].[K+].[K+]>[CH3:1][C:2]1([CH3:26])[CH2:11][CH2:10][CH:9]([CH:27]2[S:55][CH2:51][CH2:52][CH2:53][S:54]2)[C:8]2[CH:7]=[C:6](/[CH:13]=[CH:14]/[C:15]3[CH:25]=[CH:24][C:18]([C:19]([O:21][CH2:22][CH3:23])=[O:20])=[CH:17][CH:16]=3)[CH:5]=[CH:4][C:3]1=2 |f:4.5.6|. Product: CC1(C=2C=CC(=CC2C(CC1)C1SCCCS1)/C=C/C1=CC=C(C(=O)OCC)C=C1)C (Ethyl (E)-4-[-2-(5,6,7,8-tetrahydro-5,5-dimethyl-8-(1,3-dithian-2-yl)naphthalen-2-yl)ethenyl]benzoate). The reactants are CC1(C=2C=CC(=CC2C(CC1)=O)/C=C/C1=CC=C(C(=O)OCC)C=C1)C (ethyl (E)-4-[2-(5,6,7,8-tetrahydro-5,5-dimethyl-8-oxo-2-naphthalenyl)ethenyl]-benzoate), CC1(C=2C=CC(=CC2C(CC1)=O)/C=C/C1=CC=C(C(=O)O)C=C1)C ((E)-4-[2-(5,6,7,8-tetrahydro-5,5-dimethyl-8-oxo-2-naphthalenyl)ethenyl]-benzoic acid), C(CCS)S (1,3-propanedithiol), borontrifluoride diethyl. Starting materials: OCc1cc(Br)ccc1OCc1ccccc1, CCOCC, BrP(Br)Br. Yields the product BrCc1cc(Br)ccc1OCc1ccccc1. As a reaction SMILES: [CH2:1]([c:2]1[cH:3][cH:4][cH:5][cH:6][cH:7]1)[O:8][c:9]1[c:10]([CH2:11][OH:12])[cH:13][c:14]([Br:17])[cH:15][cH:16]1.[CH3:22][CH2:23][O:24][CH2:25][CH3:26].[P:18]([Br:19])([Br:20])[Br:21]>>[CH2:1]([c:2]1[cH:3][cH:4][cH:5][cH:6][cH:7]1)[O:8][c:9]1[c:10]([CH2:11][Br:19])[cH:13][c:14]([Br:17])[cH:15][cH:16]1. Reactants: CC1(OB(OC1(C)C)C1=CC=NC=C1)C (4-(4,4,5,5-tetramethyl-1,3,2-dioxaborolan-2-yl)pyridine), C([O-])(O)=O.[Na+] (sodium bicarbonate), CC1(OB(OC1(C)C)C1=CC=NC=C1)C (4-(4,4,5,5-tetramethyl-1,3,2-dioxaborolan-2-yl)pyridine), C([O-])(O)=O.[Na+] (sodium bicarbonate), C(C1=CC=CC=C1)OC1=C(C(=O)OCC2=CC=CC=C2)C=C(C=C1)Br (benzyl 2-(benzyloxy)-5-bromobenzoate). The reagents and catalysts are Cl[Pd]([P](C1=CC=CC=C1)(C2=CC=CC=C2)C3=CC=CC=C3)([P](C4=CC=CC=C4)(C5=CC=CC=C5)C6=CC=CC=C6)Cl (bis(triphenylphosphine)palladium(II) dichloride), Cl[Pd]([P](C1=CC=CC=C1)(C2=CC=CC=C2)C3=CC=CC=C3)([P](C4=CC=CC=C4)(C5=CC=CC=C5)C6=CC=CC=C6)Cl (bis(triphenylphosphine)palladium(II) dichloride). Solvent: C(C)(=O)OCC (ethyl acetate), O (water), COCCOC (ethylene glycol dimethyl ether), O (Water). Yields the product C(C1=CC=CC=C1)OC1=C(C(=O)OCC2=CC=CC=C2)C=C(C=C1)C1=CC=NC=C1 (benzyl 2-(benzyloxy)-5-(pyridin-4-yl)benzoate). The yield is 72.8%. As a reaction SMILES: CC1(C)C(C)(C)OB([C:9]2[CH:14]=[CH:13][N:12]=[CH:11][CH:10]=2)O1.C(=O)(O)[O-].[Na+].[CH2:21]([O:28][C:29]1[CH:44]=[CH:43][C:42](Br)=[CH:41][C:30]=1[C:31]([O:33][CH2:34][C:35]1[CH:40]=[CH:39][CH:38]=[CH:37][CH:36]=1)=[O:32])[C:22]1[CH:27]=[CH:26][CH:25]=[CH:24][CH:23]=1>Cl[Pd](Cl)([P](C1C=CC=CC=1)(C1C=CC=CC=1)C1C=CC=CC=1)[P](C1C=CC=CC=1)(C1C=CC=CC=1)C1C=CC=CC=1.C(OCC)(=O)C.O.COCCOC>[CH2:21]([O:28][C:29]1[CH:44]=[CH:43][C:42]([C:9]2[CH:10]=[CH:11][N:12]=[CH:13][CH:14]=2)=[CH:41][C:30]=1[C:31]([O:33][CH2:34][C:35]1[CH:36]=[CH:37][CH:38]=[CH:39][CH:40]=1)=[O:32])[C:22]1[CH:23]=[CH:24][CH:25]=[CH:26][CH:27]=1 |f:1.2,^1:48,67|. Procedure: Water (1.2 mL), 4-(4,4,5,5-tetramethyl-1,3,2-dioxaborolan-2-yl)pyridine (0.25 g), sodium bicarbonate (0.21 g), and bis(triphenylphosphine)palladium(II) dichloride (14 mg) were added to an ethylene glycol dimethyl ether (4 mL) solution of benzyl 2-(benzyloxy)-5-bromobenzoate (0.40 g), followed by heating to reflux under a nitrogen atmosphere for 2 hours. The reaction mixture was cooled to room temperature, and then 4-(4,4,5,5-tetramethyl-1,3,2-dioxaborolan-2-yl)pyridine (0.12 g), sodium bicarbona...